This data is from the Open Reaction Database (ORD), a public repository of structured organic reaction records. The task is: describe an organic reaction: reactants, conditions, products, and yield Reactants: crude product, OCCS(=O)(=O)C1=CC=C(C=C1)O (4-(2-hydroxy-ethansulfonyl)-phenol), N1=CC=CC=C1 (pyridine), S(=O)(Cl)Cl (thionyl chloride). Solvent: C(Cl)Cl (CH2Cl2), C(Cl)Cl (CH2Cl2), [Cl-].[Na+].O (brine), C(Cl)Cl (CH2Cl2), C1(=CC=CC=C1)C (toluene). Yields the product ClCCS(=O)(=O)C1=CC=C(C=C1)O (4-(2-chloro-ethansulfonyl)-phenol). As a reaction SMILES: O[CH2:2][CH2:3][S:4]([C:7]1[CH:12]=[CH:11][C:10]([OH:13])=[CH:9][CH:8]=1)(=[O:6])=[O:5].N1C=CC=CC=1.S(Cl)([Cl:22])=O>C(Cl)Cl.[Cl-].[Na+].O.C1(C)C=CC=CC=1>[Cl:22][CH2:2][CH2:3][S:4]([C:7]1[CH:12]=[CH:11][C:10]([OH:13])=[CH:9][CH:8]=1)(=[O:6])=[O:5] |f:4.5.6|. Procedure details: A solution of 6.81 g crude 4-(2-hydroxy-ethansulfonyl)-phenol in 35 ml CH2Cl2 was treated at room temperature with 5.3 ml (65.9 mmol) pyridine. To the reaction mixture was added at 0° C. dropwise over 15 min a solution of 4.2 ml (57.1 mmol) thionyl chloride in 10 ml CH2Cl2. After 65 h at room temperature the reaction mixture was treated with 35 ml brine, extracted and the organic phases were washed twice with total 100 ml aqueous half saturated NaCl solution. The combined organic phases were dri... The reactants are ClC1C(OC(CC1=O)(C1CCCC1)CCC1=CC(=C(C=C1)OC)Cl)=O (3-chloro-6-[2-(3-chloro-4-methoxyphenyl)ethyl]-6-cyclopentyldihydro-2H-pyran-2,4(3H)-dione), CN1C(=NN=C1C)S (4,5-dimethyl-4H-1,2,4-triazole-3-thiol), O.OC1=C2NC(=NC2=NC=N1)S (6-hydroxy-8-mercaptopurine monohydrate). The product is ClC=1C=C(C=CC1OC)CCC1(CC(=C(C(O1)=O)SC1=NN=C(N1C)C)O)C1CCCC1 (6-[2-(3-chloro-4-methoxyphenyl)ethyl]-6-cyclopentyl-3-[(4,5-dimethyl-4H-1,2,4-triazol-3-yl)thio]-4-hydroxy-5,6-dihydro-2H-pyran-2-one). Reaction SMILES: Cl[CH:2]1[C:7](=[O:8])[CH2:6][C:5]([CH2:14][CH2:15][C:16]2[CH:21]=[CH:20][C:19]([O:22][CH3:23])=[C:18]([Cl:24])[CH:17]=2)([CH:9]2[CH2:13][CH2:12][CH2:11][CH2:10]2)[O:4][C:3]1=[O:25].[CH3:26][N:27]1[C:31]([CH3:32])=[N:30][N:29]=[C:28]1[SH:33].O.OC1N=CN=C2C=1NC(S)=N2>>[Cl:24][C:18]1[CH:17]=[C:16]([CH2:15][CH2:14][C:5]2([CH:9]3[CH2:13][CH2:12][CH2:11][CH2:10]3)[O:4][C:3](=[O:25])[C:2]([S:33][C:28]3[N:27]([CH3:26])[C:31]([CH3:32])=[N:30][N:29]=3)=[C:7]([OH:8])[CH2:6]2)[CH:21]=[CH:20][C:19]=1[O:22][CH3:23] |f:2.3|. Procedure details: The title compound was prepared as described in Example C(70), where 3-chloro-6-[2-(3-chloro-4-methoxyphenyl)ethyl]-6-cyclopentyldihydro-2H-pyran-2,4(3H)-dione was used in place of 3-chloro-6-[2-(5-chloro-2,4-dimethoxyphenyl)ethyl]6-cyclopentyldihydro-2H-pyran-2,4(3H)-dione and 4,5-dimethyl-4H-1,2,4-triazole-3-thiol, as shown in Example C(88), Step 1, was used in place of 6-hydroxy-8-mercaptopurine monohydrate. The reactants are C(C1=CC=CC=C1)(=O)CC(C(=O)O)CC(C)C (3-benzoyl-2-isobutyl-propionic acid), ClC=1N=NC=CC1CC(C)C (3-chloro-4-isobutylpyridazine), C(=O)NN (N-formylhydrazine). The product is C(C(C)C)C=1C=2N(N=C(C1)C1=CC=CC=C1)C=NN2 (8-isobutyl-6-phenyl-1,2,4-triazolo[4,3-b]pyridazine). As a reaction SMILES: [C:1]([CH2:9][CH:10]([CH2:14][CH:15]([CH3:17])[CH3:16])[C:11](O)=O)(=O)[C:2]1[CH:7]=[CH:6][CH:5]=[CH:4][CH:3]=1.ClC1[N:20]=[N:21][CH:22]=CC=1CC(C)C.C([NH:31][NH2:32])=O>>[CH2:14]([C:10]1[C:11]2[N:31]([CH:22]=[N:21][N:20]=2)[N:32]=[C:1]([C:2]2[CH:7]=[CH:6][CH:5]=[CH:4][CH:3]=2)[CH:9]=1)[CH:15]([CH3:17])[CH3:16]. Procedure: Following the general procedure of Example 4, 3-benzoyl-2-isobutyl-propionic acid is converted to 3-chloro-4-isobutylpyridazine which is treated with N-formylhydrazine to give the title compound. The reactants are C(=O)C=1N=C(NC1)C1=CC=CC=C1 (4-formyl-2-phenylimidazole), [OH-].[K+] (KOH), solution, S(=O)(=O)(OC)OC (dimethyl sulfate). The reagents and catalysts are [Br-].C(CCC)[N+](CCCC)(CCCC)CCCC (tetrabutylammonium bromide). The solvent is C(Cl)Cl (CH2Cl2). Run at time 8 hour. Product: CN1C(=NC=C1C=O)C1=CC=CC=C1 (1-methyl-2-phenyl-imidazole-5-carboxaldehyde). Reaction SMILES: [CH:1]([C:3]1[N:4]=[C:5]([C:8]2[CH:13]=[CH:12][CH:11]=[CH:10][CH:9]=2)[NH:6][CH:7]=1)=[O:2].[OH-].[K+].S(OC)(O[CH3:20])(=O)=O>C(Cl)Cl.[Br-].C([N+](CCCC)(CCCC)CCCC)CCC>[CH3:20][N:4]1[C:3]([CH:1]=[O:2])=[CH:7][N:6]=[C:5]1[C:8]1[CH:9]=[CH:10][CH:11]=[CH:12][CH:13]=1 |f:1.2,5.6|. Procedure details: To a solution of 4-formyl-2-phenylimidazole (100 mg, 0.58 mmol) in CH2Cl2 (2 mL) was added aqueous KOH (2 mL of a 30% solution), followed by dimethyl sulfate (66 μL, 0.70 mmol), and tetrabutylammonium bromide (10 mg; 0.039 mmol). The reaction mixture was stirred overnight at RT and then was partitioned between ETOAc and water; the organic phase was washed with brine and then concentrated in vacuo. The residue was chromatographed (SiO2; continuous gradient from 1:1 hexane:EtOAc to 100% EtOAc) to ... The reactants are CC(C)(C)OC(=O)N1CC(NC(=O)c2ccc(Cl)s2)CC1COS(C)(=O)=O, C1CCOC1, CO. The product is COCC1CC(NC(=O)c2ccc(Cl)s2)CN1C(=O)OC(C)(C)C. As a reaction SMILES: [C:1]([CH3:2])([CH3:3])([CH3:4])[O:5][C:6](=[O:7])[N:8]1[CH:9]([CH2:22][O:23][S:24]([CH3:25])(=[O:26])=[O:27])[CH2:10][CH:11]([NH:13][C:14](=[O:15])[c:16]2[s:17][c:18]([Cl:21])[cH:19][cH:20]2)[CH2:12]1.[CH2:30]1[O:31][CH2:32][CH2:33][CH2:34]1.[CH3:28][OH:29]>>[C:1]([CH3:2])([CH3:3])([CH3:4])[O:5][C:6](=[O:7])[N:8]1[CH:9]([CH2:22][O:23][CH3:28])[CH2:10][CH:11]([NH:13][C:14](=[O:15])[c:16]2[s:17][c:18]([Cl:21])[cH:19][cH:20]2)[CH2:12]1.